Dataset: the Open Reaction Database (ORD), a public repository of structured organic reaction records. Task: describe an organic reaction: reactants, conditions, products, and yield The product is CC(O)c1cccc(Br)n1. Reactants: [BH4-], CC(=O)c1cccc(Br)n1, CCO, [Cl-], [NH4+], [Na+]. RXN SMILES: [BH4-:1].[C:3]([CH3:4])(=[O:5])[c:6]1[n:7][c:8]([Br:12])[cH:9][cH:10][cH:11]1.[CH3:15][CH2:16][OH:17].[Cl-:13].[NH4+:14].[Na+:2]>>[CH:3]([CH3:4])([OH:5])[c:6]1[n:7][c:8]([Br:12])[cH:9][cH:10][cH:11]1.